Task: describe an organic reaction: reactants, conditions, products, and yield. Dataset: the Open Reaction Database (ORD), a public repository of structured organic reaction records The reactants are CC(C)(C)C(=O)SCC(=Cc1ccccc1)C(=O)O, CCOC(=O)CCN. The product is CCOC(=O)CCNC(=O)C(=Cc1ccccc1)CSC(=O)C(C)(C)C. RXN SMILES: [C:1]([C:2]([CH3:3])([CH3:4])[CH3:5])(=[O:6])[S:7][CH2:8][C:9]([C:10](=[O:11])[OH:12])=[CH:13][c:14]1[cH:15][cH:16][cH:17][cH:18][cH:19]1.[NH2:20][CH2:21][CH2:22][C:23](=[O:24])[O:25][CH2:26][CH3:27]>>[C:1]([C:2]([CH3:3])([CH3:4])[CH3:5])(=[O:6])[S:7][CH2:8][C:9]([C:10](=[O:12])[NH:20][CH2:21][CH2:22][C:23](=[O:24])[O:25][CH2:26][CH3:27])=[CH:13][c:14]1[cH:15][cH:16][cH:17][cH:18][cH:19]1. Reactants: C(C=C)C1=C(C=C(C=C1C)C1OCCCO1)C (2-(4-allyl-3,5-dimethyl-phenyl)-[1,3]dioxane), solution, NMO hydrate, O (water), CC(=O)C (acetone). Reagents/catalysts: O=[Os](=O)(=O)=O (OsO4). Solvent: C(Cl)Cl (DCM), C(C)(C)(C)O (tert.butanol). Reaction conditions: time 2.5 hour. Yields the product O1C(OCCC1)C1=CC(=C(C(=C1)C)CC(CO)O)C (3-(4-[1,3]dioxan-2-yl-2,6-dimethyl-phenyl)-propane-1,2-diol). RXN SMILES: C([C:4]1[C:9]([CH3:10])=[CH:8][C:7]([CH:11]2[O:16][CH2:15][CH2:14][CH2:13][O:12]2)=[CH:6][C:5]=1[CH3:17])C=C.[OH2:18].[CH3:19][C:20]([CH3:22])=[O:21]>C(O)(C)(C)C.C(Cl)Cl.O=[Os](=O)(=O)=O>[O:12]1[CH2:13][CH2:14][CH2:15][O:16][CH:11]1[C:7]1[CH:8]=[C:9]([CH3:10])[C:4]([CH2:19][CH:20]([OH:21])[CH2:22][OH:18])=[C:5]([CH3:17])[CH:6]=1. Procedure: A solution of 2-(4-allyl-3,5-dimethyl-phenyl)-[1,3]dioxane (790 mg, 3.4 mmol) in acetone (10 mL) is treated with OsO4 (1 mL of a 2.5% solution in tert.butanol), NMO hydrate (551 mg, 4.08 mmol) and water (0.5 mL). The mixture is stirred at rt for 2.5 h before it is diluted with DCM, washed with 10% aq. citric acid solution (2×50 mL), dried over MgSO4, filtered and evaporated. The product is crystallized from DCM/heptane to give 3-(4-[1,3]dioxan-2-yl-2,6-dimethyl-phenyl)-propane-1,2-diol (335 mg) ... Reactants: [N+](=O)([O-])C=1C=C(C=O)C=CC1SCCCC (3-nitro-4-(n-butylthio)-benzaldehyde), C1(=CC=CC=C1)P(=CC(C)=O)(C1=CC=CC=C1)C1=CC=CC=C1 (1-triphenylphosphoranylidene-2-propanone). Run in O (water). Run at time 24 hour. Yields the product [N+](=O)([O-])C=1C=C(C=CC1SCCCC)\C=C/C(C)=O (cis-1-[3-nitro-4-(n-butylthio)phenyl]but-1-en-3-one). Reaction SMILES: [N+:1]([C:4]1[CH:5]=[C:6]([CH:9]=[CH:10][C:11]=1[S:12][CH2:13][CH2:14][CH2:15][CH3:16])[CH:7]=O)([O-:3])=[O:2].C1(P(C2C=CC=CC=2)(C2C=CC=CC=2)=[CH:24][C:25](=[O:27])[CH3:26])C=CC=CC=1>O>[N+:1]([C:4]1[CH:5]=[C:6](/[CH:7]=[CH:24]\[C:25](=[O:27])[CH3:26])[CH:9]=[CH:10][C:11]=1[S:12][CH2:13][CH2:14][CH2:15][CH3:16])([O-:3])=[O:2]. Procedure details: (i) A mixture of 3-nitro-4-(n-butylthio)-benzaldehyde (12.0 g), 1-triphenylphosphoranylidene-2-propanone (1.2 equiv.) dimethyl sulfoxide (300 ml) was stirred at ambient temperature for 24 hr. The solution was poured into water (1 liter) and the resulting mixture was extracted with ethyl acetate. The dried (MgSO4) organic extract was evaporated under reduced pressure and the residue was purified by column chromatography over silica with chloroform elution to give cis-1-[3-nitro-4-(n-butylthio)phe... Starting materials: C[Si](C)(C)I, ClC(Cl)Cl, CC(C)(C)OC(=O)N(Cc1cccc2ncc(C(=O)C(Cl)(Cl)Cl)n12)c1ccc(CCNS(=O)(=O)C(F)(F)F)cc1, [Na+], O=C([O-])O. Product: O=C1c2cnc3cccc(n23)CN1c1ccc(CCNS(=O)(=O)C(F)(F)F)cc1. As a reaction SMILES: [CH3:41][Si:42]([I:43])([CH3:44])[CH3:45].[CH:51]([Cl:52])([Cl:53])[Cl:54].[Cl:1][C:2]([Cl:3])([Cl:4])[C:34]([c:5]1[cH:6][n:7][c:8]2[n:9]1[c:10]([CH2:14][N:15]([c:16]1[cH:17][cH:18][c:19]([CH2:22][CH2:23][NH:24][S:25](=[O:26])(=[O:27])[C:28]([F:29])([F:30])[F:31])[cH:20][cH:21]1)[C:32](=[O:33])[O:35][C:36]([CH3:37])([CH3:38])[CH3:39])[cH:11][cH:12][cH:13]2)=[O:40].[Na+:46].[OH:47][C:48](=[O:49])[O-:50]>>[c:5]12[cH:6][n:7][c:8]3[n:9]1[c:10]([cH:11][cH:12][cH:13]3)[CH2:14][N:15]([c:16]1[cH:17][cH:18][c:19]([CH2:22][CH2:23][NH:24][S:25](=[O:26])(=[O:27])[C:28]([F:29])([F:30])[F:31])[cH:20][cH:21]1)[C:32]2=[O:33]. Reactants: Cc1cccc(C)c1N=C=O, CC#N, CC(C)N1CCCNC1. The product is Cc1cccc(C)c1NC(=O)N1CCCN(C(C)C)C1. As a reaction SMILES: [CH3:1][c:2]1[c:3]([N:9]=[C:10]=[O:11])[c:4]([CH3:8])[cH:5][cH:6][cH:7]1.[CH3:21][C:22]#[N:23].[CH:12]([CH3:13])([CH3:14])[N:15]1[CH2:16][NH:17][CH2:18][CH2:19][CH2:20]1>>[CH3:1][c:2]1[c:3]([NH:9][C:10](=[O:11])[N:17]2[CH2:16][N:15]([CH:12]([CH3:13])[CH3:14])[CH2:20][CH2:19][CH2:18]2)[c:4]([CH3:8])[cH:5][cH:6][cH:7]1. The reactants are C(C)N1C(CC2=CC(=CC=C12)O)=O (1-ethyl-5-hydroxyoxindole), C(C=C)Br (allyl bromide), C([O-])([O-])=O.[K+].[K+] (potassium carbonate). Procedure details: A mixture of 17.7 g. (0.1 mole) of 1-ethyl-5-hydroxyoxindole, 8.66 ml. (0.1 mole) of allyl bromide and 13.8 g. (0.1 mole) of potassium carbonate in 500 ml. of acetone was heated at reflux for 3 hours. The reaction was cooled, filtered and concentrated. The residue was purified by chromatographing on 550 g. of silica gel using diethyl ether-hexane (1:1, v:v) as the eluent to give 9.8 g. (45% yield) of the desired compound. Yield: 45.0%. RXN SMILES: [CH2:1]([N:3]1[C:11]2[C:6](=[CH:7][C:8]([OH:12])=[CH:9][CH:10]=2)[CH2:5][C:4]1=[O:13])[CH3:2].[CH2:14](Br)[CH:15]=[CH2:16].C(=O)([O-])[O-].[K+].[K+]>CC(C)=O>[CH3:14][CH:15]1[O:12][C:8]2=[CH:7][C:6]3[CH2:5][C:4](=[O:13])[N:3]([CH2:1][CH3:2])[C:11]=3[CH:10]=[C:9]2[CH2:16]1 |f:2.3.4|. Solvent: CC(=O)C (acetone). Yields the product CC1CC=2C(=CC=3CC(N(C3C2)CC)=O)O1 (2-Methyl-5-ethyl-6-oxo-2,3,6,7-tetrahydrofuro[2,3-f]indole).